From a dataset of the Open Reaction Database (ORD), a public repository of structured organic reaction records. describe an organic reaction: reactants, conditions, products, and yield Starting materials: Cl.COC1=C(C(=C2CCC(C2=C1)C=1N=CNC1)C)C (4-(6-methoxy-4,5-dimethylindan-1-yl)-1H-imidazole hydrochloride), Br (hydrobromic acid), [OH-].[NH4+] (ammonium hydroxide). Solvent: O (water). Product: N1C=NC(=C1)C1CCC2=C(C(=C(C=C12)O)C)C (3-(1H-Imidazol-4-yl)-6,7-dimethylindan-5-ol). As a reaction SMILES: Cl.C[O:3][C:4]1[CH:12]=[C:11]2[C:7]([CH2:8][CH2:9][CH:10]2[C:13]2[N:14]=[CH:15][NH:16][CH:17]=2)=[C:6]([CH3:18])[C:5]=1[CH3:19].Br.[OH-].[NH4+]>O>[NH:16]1[CH:17]=[C:13]([CH:10]2[C:11]3[C:7](=[C:6]([CH3:18])[C:5]([CH3:19])=[C:4]([OH:3])[CH:12]=3)[CH2:8][CH2:9]2)[N:14]=[CH:15]1 |f:0.1,3.4|. Reported procedure: A stirred mixture of 4-(6-methoxy-4,5-dimethylindan-1-yl)-1H-imidazole hydrochloride (0.29 g) and hydrobromic acid (15 ml) is heated under reflux for 40 minutes. The cooled reaction mixture is poured into water and is made basic with ammonium hydroxide solution. The product is extracted into ethyl acetate which is washed with water, dried with sodium sulfate and evaporated to dryness. The crude product is purified by flash chromatography and crystallized from ethyl acetate. M.p. 198-202° C. The reactants are CC(C)(C)O, CCOC(C)=O, [K+], [OH-], N#CCc1cccc2ccsc12. The product is NC(=O)Cc1cccc2ccsc12. RXN SMILES: [CH3:13][C:14]([CH3:15])([CH3:16])[OH:17].[CH3:20][CH2:21][O:22][C:23](=[O:24])[CH3:25].[K+:19].[OH-:18].[s:1]1[c:2]2[c:3]([cH:4][cH:5]1)[cH:6][cH:7][cH:8][c:9]2[CH2:10][C:11]#[N:12]>>[s:1]1[c:2]2[c:3]([cH:4][cH:5]1)[cH:6][cH:7][cH:8][c:9]2[CH2:10][C:11]([NH2:12])=[O:17]. Reactants: BrC1=CC(=C(C=C1)NCCO)[N+](=O)[O-] (2-(4-Bromo-2-nitrophenylamino)ethanol), [Cl-].[NH4+] (ammonium chloride). The reagents and catalysts are [Fe] (iron). The solvent is CCO (EtOH), O (water). Conditions: temperature 85 celsius. Yields the product NC1=C(C=CC(=C1)Br)NCCO (2-(2-Amino-4-bromophenylamino)ethanol). Isolated yield 90.8%. RXN SMILES: [Br:1][C:2]1[CH:7]=[CH:6][C:5]([NH:8][CH2:9][CH2:10][OH:11])=[C:4]([N+:12]([O-])=O)[CH:3]=1.[Cl-].[NH4+]>CCO.O.[Fe]>[NH2:12][C:4]1[CH:3]=[C:2]([Br:1])[CH:7]=[CH:6][C:5]=1[NH:8][CH2:9][CH2:10][OH:11] |f:1.2|. Procedure details: 2-(4-Bromo-2-nitrophenylamino)ethanol (3.20 g, 12.3 mmol) was stirred in EtOH (100 mL) and water (50 mL), and iron powder (3.45 g, 61.6 mmol) and ammonium chloride (731 mg, 13.5 mmol) were added. The mixture was heated at 85° C. for 2 h, then filtered through a pad of celite and rinsed with EtOH (500 mL). The filtrate was concentrated and purified by column chromatography eluting with methylene chloride and a 9:1 methanol/ammonium hydroxide mixture; gradient 100% methylene chloride to 85% methyl... Starting materials: [CH-]1C=CC=C1.[Na+] (sodium cyclopentadienylide), COCCOS(=O)(=O)C1=CC=C(C)C=C1 (2-methoxyethyltosylate), concentrated aqueous saline solution. The solvent is C1CCOC1 (THF), C1CCOC1 (THF). Run at temperature 0 celsius, time 16 hour. Product: COCCC1=CC=CC1 (2-methoxyethylcyclopentadiene). Isolated yield 44.0%. Reaction SMILES: [CH3:1][O:2][CH2:3][CH2:4]OS(C1C=CC(C)=CC=1)(=O)=O.[CH-:16]1[CH:20]=[CH:19][CH:18]=[CH:17]1.[Na+]>C1COCC1>[CH3:1][O:2][CH2:3][CH2:4][C:16]1[CH2:20][CH:19]=[CH:18][CH:17]=1 |f:1.2|. Reported procedure: To a solution of 19.7 g(85.7 mmol) 2-methoxyethyltosylate as prepared in step (a) in 200 ml THF cooled to 0° C. was added 55 ml of 2.0M (110 mmol) sodium cyclopentadienylide in THF. The reaction mixture was allowed to warm to room temperature and was stirred for 16 h. 100 ml concentrated aqueous saline solution was added and the product extracted with diethyl ether (3×75 ml). The combined organic fractions were dried over sodium sulphate for 16 hrs, filtered and the solvents removed under reduce... Starting materials: CC1=CNC2=CC(=CC=C12)C(=O)OC (methyl 3-methyl-1 H-indole-6-carboxylate), C1(CCCCC1)CBr (cyclohexylmethylbromide), [OH-].[K+] (potassium hydroxide). The reagents and catalysts are [I-].[Na+] (sodium iodide). Run in CC(=O)C (acetone). Reaction conditions: time 6 hour. Product: C1(CCCCC1)CN1C=C(C2=CC=C(C=C12)C(=O)OC)C (Methyl 1-cyclohexylmethyl-3-methyl-1 H-indole-6-carboxylate). Isolated yield 63.0%. Reaction SMILES: [CH3:1][C:2]1[C:10]2[C:5](=[CH:6][C:7]([C:11]([O:13][CH3:14])=[O:12])=[CH:8][CH:9]=2)[NH:4][CH:3]=1.[CH:15]1([CH2:21]Br)[CH2:20][CH2:19][CH2:18][CH2:17][CH2:16]1.[OH-].[K+]>CC(C)=O.[I-].[Na+]>[CH:15]1([CH2:21][N:4]2[C:5]3[C:10](=[CH:9][CH:8]=[C:7]([C:11]([O:13][CH3:14])=[O:12])[CH:6]=3)[C:2]([CH3:1])=[CH:3]2)[CH2:20][CH2:19][CH2:18][CH2:17][CH2:16]1 |f:2.3,5.6|. Reported procedure: A mixture of methyl 3-methyl-1 H-indole-6-carboxylate(10 g, Reference Example 30), cyclohexylmethylbromide (19 g), potassium hydroxide (12 g) and sodium iodide (0.1 g) in acetone (200 ml) was stirred at room temperature for 6 hours. The reaction mixture was evaporated. The residue was partitioned between ethyl acetate (250 ml) and water (250 ml). The aqueous layer was extracted three times with ethyl acetate (250 ml). The total combined organic phases were dried over sodium sulphate then evapora... The product is COc1cccc2c[n+]3ccccc3cc12, [O-][Cl+3]([O-])([O-])[O-]. Starting materials: CC(=O)Oc1cccc2c[n+]3ccccc3cc12, CO, [O-][Cl+3]([O-])([O-])[O-], [O-][Cl+3]([O-])([O-])[O-]. As a reaction SMILES: [C:11](=[O:12])([CH3:13])[O:14][c:15]1[cH:16][cH:17][cH:18][c:19]2[c:20]1[cH:21][c:22]1[cH:23][cH:24][cH:25][cH:26][n+:27]1[cH:28]2.[CH3:29][OH:30].[Cl+3:6]([O-:7])([O-:8])([O-:9])[O-:10].[O-:1][Cl+3:2]([O-:3])([O-:4])[O-:5]>>[CH3:11][O:14][c:15]1[cH:16][cH:17][cH:18][c:19]2[c:20]1[cH:21][c:22]1[cH:23][cH:24][cH:25][cH:26][n+:27]1[cH:28]2.[O-:1][Cl+3:2]([O-:3])([O-:4])[O-:5].